Dataset: the Open Reaction Database (ORD), a public repository of structured organic reaction records. Task: describe an organic reaction: reactants, conditions, products, and yield Starting materials: BrC1=CC=C(C=C1)NC(C1=C(C=CC(=C1)[N+](=O)[O-])C)=O (N-(4-bromo-phenyl)-2-methyl-5-nitro-benzamide), CC1=NC=C(C(=C1O)C=O)COP(=O)(O)O.O (MC-1). The reagents and catalysts are [Ni] (Ra-Ni). The solvent is C(Cl)Cl.CCO (DCM EtOH). Product: NC=1C=CC(=C(C(=O)NC2=CC=C(C=C2)Br)C1)C (5-Amino-N-(4-bromo-phenyl)-2-methyl-benzamide). As a reaction SMILES: [Br:1][C:2]1[CH:7]=[CH:6][C:5]([NH:8][C:9](=[O:20])[C:10]2[CH:15]=[C:14]([N+:16]([O-])=O)[CH:13]=[CH:12][C:11]=2[CH3:19])=[CH:4][CH:3]=1.CC1C(O)=C(C=O)C(COP(O)(O)=O)=CN=1.O>[Ni].C(Cl)Cl.CCO>[NH2:16][C:14]1[CH:13]=[CH:12][C:11]([CH3:19])=[C:10]([CH:15]=1)[C:9]([NH:8][C:5]1[CH:6]=[CH:7][C:2]([Br:1])=[CH:3][CH:4]=1)=[O:20] |f:1.2,4.5|. Procedure: Prepared analogously to example 2e with N-(4-bromo-phenyl)-2-methyl-5-nitro-benzamide (0.18 g; 0.54 mmol) and Ra-Ni (20 mg), 3 bar H2. Yield: 0.14 g (85%) MS: [m+H]+=305; HPLC Rt=1.2 min (Method MC-1); TLC (silica gel; DCM/EtOH 95/5) Rf=0.3